From a dataset of the Open Reaction Database (ORD), a public repository of structured organic reaction records. describe an organic reaction: reactants, conditions, products, and yield Starting materials: C(C)(C)(C)C=1C=C(C=C(C1O)C(C)(C)C)CCC(=O)Cl (β-(3,5-di-t-butyl-4-hydroxy phenyl) propionyl chloride), NCCNCCNCCN (triethylene tetramine). The solvent is C(Cl)Cl (methylene chloride), C(Cl)Cl (methylene chloride), C([O-])([O-])=O.[Na+].[Na+] (sodium carbonate). Conditions: time 2 hour. Yields the product C(C)(C)(C)C=1C=C(C=C(C1O)C(C)(C)C)CCC(=O)NCCNCCNCCNC(CCC1=CC(=C(C(=C1)C(C)(C)C)O)C(C)(C)C)=O (1,8-bis[β-(3,5-di-t-butyl-4-hydroxy phenyl) propionamido]-3,6-diazaoctane). Reaction SMILES: [C:1]([C:5]1[CH:6]=[C:7]([CH2:16][CH2:17][C:18](Cl)=[O:19])[CH:8]=[C:9]([C:12]([CH3:15])([CH3:14])[CH3:13])[C:10]=1[OH:11])([CH3:4])([CH3:3])[CH3:2].[NH2:21][CH2:22][CH2:23][NH:24][CH2:25][CH2:26][NH:27][CH2:28][CH2:29][NH2:30]>C(Cl)Cl.C(=O)([O-])[O-].[Na+].[Na+]>[C:1]([C:5]1[CH:6]=[C:7]([CH2:16][CH2:17][C:18]([NH:21][CH2:22][CH2:23][NH:24][CH2:25][CH2:26][NH:27][CH2:28][CH2:29][NH:30][C:18](=[O:19])[CH2:17][CH2:16][C:7]2[CH:8]=[C:9]([C:12]([CH3:13])([CH3:15])[CH3:14])[C:10]([OH:11])=[C:5]([C:1]([CH3:4])([CH3:3])[CH3:2])[CH:6]=2)=[O:19])[CH:8]=[C:9]([C:12]([CH3:15])([CH3:14])[CH3:13])[C:10]=1[OH:11])([CH3:4])([CH3:3])[CH3:2] |f:3.4.5|. Procedure details: 0.02 moles β-(3,5-di-t-butyl-4-hydroxy phenyl) propionyl chloride in 25 ml methylene chloride was added to a stirred mixture containing a solution of 0.02 mol triethylene tetramine in 125 ml methylene chloride and 25 ml 10% sodium carbonate. The mixture was stirred for two hours and then separated. The methylene chloride layer was washed with 5% sodium carbonate solution and then with water, subsequently dried over anhydrous magnesium sulfate and finally evaporated to dryness. A resinous materia... Procedure: The title compound was prepared using a similar procedure as described in Example 1, Step 11, starting from (S)-2-[[1-(2-aminoethyl)cyclopentanecarbonyl]amino]-3-[4-(2,6-dichlorobenzoylamino)phenyl]propionic acid (100 mg, 0.2 mmol), 3-[2-[2-[2-[2-[2-[2-[2-[2-[2-[2-[2-[2-[3-(2,5-dioxo-2,5-dihydro-pyrrol-1-yl)propionylamino]-ethoxy]ethoxy]ethoxy]ethoxy]ethoxy]ethoxy]ethoxy]ethoxy]ethoxy]ethoxy]ethoxy]ethoxy]propionic acid-2,5-dioxo-pyrrolidin-1-yl ester (176 mg, 0.2 mmol), and DIPEA (258 mg, 191 u... RXN SMILES: [NH2:1][CH2:2][CH2:3][C:4]1([C:9]([NH:11][C@@H:12]([CH2:16][C:17]2[CH:22]=[CH:21][C:20]([NH:23][C:24](=[O:33])[C:25]3[C:30]([Cl:31])=[CH:29][CH:28]=[CH:27][C:26]=3[Cl:32])=[CH:19][CH:18]=2)[C:13]([OH:15])=[O:14])=[O:10])[CH2:8][CH2:7][CH2:6][CH2:5]1.O=C1CCC(=O)N1[O:41][C:42](=O)[CH2:43][CH2:44][O:45][CH2:46][CH2:47][O:48][CH2:49][CH2:50][O:51][CH2:52][CH2:53][O:54][CH2:55][CH2:56][O:57][CH2:58][CH2:59][O:60][CH2:61][CH2:62][O:63][CH2:64][CH2:65][O:66][CH2:67][CH2:68][O:69][CH2:70][CH2:71][O:72][CH2:73][CH2:74][O:75][CH2:76][CH2:77][O:78][CH2:79][CH2:80][NH:81][C:82](=[O:92])[CH2:83][CH2:84][N:85]1[C:89](=[O:90])[CH:88]=[CH:87][C:86]1=[O:91].CCN(C(C)C)C(C)C>>[Cl:31][C:30]1[CH:29]=[CH:28][CH:27]=[C:26]([Cl:32])[C:25]=1[C:24]([NH:23][C:20]1[CH:19]=[CH:18][C:17]([CH2:16][C@H:12]([NH:11][C:9]([C:4]2([CH2:3][CH2:2][NH:1][C:42](=[O:41])[CH2:43][CH2:44][O:45][CH2:46][CH2:47][O:48][CH2:49][CH2:50][O:51][CH2:52][CH2:53][O:54][CH2:55][CH2:56][O:57][CH2:58][CH2:59][O:60][CH2:61][CH2:62][O:63][CH2:64][CH2:65][O:66][CH2:67][CH2:68][O:69][CH2:70][CH2:71][O:72][CH2:73][CH2:74][O:75][CH2:76][CH2:77][O:78][CH2:79][CH2:80][NH:81][C:82](=[O:92])[CH2:83][CH2:84][N:85]3[C:89](=[O:90])[CH:88]=[CH:87][C:86]3=[O:91])[CH2:8][CH2:7][CH2:6][CH2:5]2)=[O:10])[C:13]([OH:15])=[O:14])=[CH:22][CH:21]=1)=[O:33]. Reactants: CCN(C(C)C)C(C)C (DIPEA), NCCC1(CCCC1)C(=O)N[C@H](C(=O)O)CC1=CC=C(C=C1)NC(C1=C(C=CC=C1Cl)Cl)=O ((S)-2-[[1-(2-aminoethyl)cyclopentanecarbonyl]amino]-3-[4-(2,6-dichlorobenzoylamino)phenyl]propionic acid), O=C1N(C(CC1)=O)OC(CCOCCOCCOCCOCCOCCOCCOCCOCCOCCOCCOCCOCCNC(CCN1C(C=CC1=O)=O)=O)=O (3-[2-[2-[2-[2-[2-[2-[2-[2-[2-[2-[2-[2-[3-(2,5-dioxo-2,5-dihydro-pyrrol-1-yl)propionylamino]-ethoxy]ethoxy]ethoxy]ethoxy]ethoxy]ethoxy]ethoxy]ethoxy]ethoxy]ethoxy]ethoxy]ethoxy]propionic acid-2,5-dioxo-pyrrolidin-1-yl ester). The yield is 11.0%. Product: ClC1=C(C(=O)NC2=CC=C(C=C2)C[C@@H](C(=O)O)NC(=O)C2(CCCC2)CCNC(CCOCCOCCOCCOCCOCCOCCOCCOCCOCCOCCOCCOCCNC(CCN2C(C=CC2=O)=O)=O)=O)C(=CC=C1)Cl ((S)-3-[4-(2,6-dichlorobenzoylamino)phenyl]-2-[[1-[2-[3-[2-[2-[2-[2-[2-[2-[2-[2-[2-[2-[2-[2-[3-(2,5-dioxo-2,5-dihydropyrrol-1-yl)propionylamino]-ethoxy]ethoxy]ethoxy]ethoxy]ethoxy]ethoxy]ethoxy]ethoxy]ethoxy]ethoxy]ethoxy]ethoxy]propionylamino]ethyl]cyclopentanecarbonyl]amino]propionic acid), solid. Starting materials: FC1(CBr)COC1, O=C1OC2(CCN(C(=O)c3c[nH]c4cc(Cl)ccc34)CC2)c2ccccc21. The product is O=C1OC2(CCN(C(=O)c3cn(CC4(F)COC4)c4cc(Cl)ccc34)CC2)c2ccccc21. As a reaction SMILES: [Br:28][CH2:29][C:30]1([F:34])[CH2:31][O:32][CH2:33]1.[Cl:1][c:2]1[cH:3][cH:4][c:5]2[c:6]([C:11](=[O:12])[N:13]3[CH2:14][CH2:15][C:16]4([O:17][C:18](=[O:25])[c:19]5[c:20]4[cH:21][cH:22][cH:23][cH:24]5)[CH2:26][CH2:27]3)[cH:7][nH:8][c:9]2[cH:10]1>>[Cl:1][c:2]1[cH:3][cH:4][c:5]2[c:6]([C:11](=[O:12])[N:13]3[CH2:14][CH2:15][C:16]4([O:17][C:18](=[O:25])[c:19]5[c:20]4[cH:21][cH:22][cH:23][cH:24]5)[CH2:26][CH2:27]3)[cH:7][n:8]([CH2:29][C:30]3([F:34])[CH2:31][O:32][CH2:33]3)[c:9]2[cH:10]1.